describe an organic reaction: reactants, conditions, products, and yield From a dataset of the Open Reaction Database (ORD), a public repository of structured organic reaction records. Starting materials: CC1=NOC(=N1)C1C(CCCC1)=O (2-(3-Methyl-[1,2,4]oxadiazol-5-yl)-cyclohexanone), C(C)(C)(C)OC(N(C)C)N(C)C (tert.-butoxy-bis-(dimethylamino)-methane). Yields the product CN(C=C1C(C(CCC1)C1=NC(=NO1)C)=O)C (2-[1-Dimethylamino-methylidene]-6-(3-methyl-[1,2,4]oxadiazol-5-yl)-cyclohexanone). Reaction SMILES: [CH3:1][C:2]1[N:6]=[C:5]([CH:7]2[CH2:12][CH2:11][CH2:10][CH2:9][C:8]2=[O:13])[O:4][N:3]=1.C(O[CH:19](N(C)C)[N:20]([CH3:22])[CH3:21])(C)(C)C>>[CH3:19][N:20]([CH3:22])[CH:21]=[C:9]1[CH2:10][CH2:11][CH2:12][CH:7]([C:5]2[O:4][N:3]=[C:2]([CH3:1])[N:6]=2)[C:8]1=[O:13]. Procedure details: 2-(3-Methyl-[1,2,4]oxadiazol-5-yl)-cyclohexanone (90 mg, 0.5 mmol) was reacted with tert.-butoxy-bis-(dimethylamino)-methane using in analogous manner the procedure described in example 45a) to give crude title compound (123 mg) as a red oil which was used directly in the next step. MS ISP (m/e): 236.1 [(M+H)+]. Reactants: CO, [Na+], [OH-], CC12CCC(C(=O)OC3CCn4c(CCc5ccccc5)nc5cccc3c54)(OC1=O)C2(C)C. The product is OC1CCn2c(CCc3ccccc3)nc3cccc1c32. RXN SMILES: [CH3:37][OH:38].[Na+:36].[OH-:35].[c:1]1([CH2:7][CH2:8][c:9]2[n:10][c:11]3[cH:12][cH:13][cH:14][c:15]4[c:20]3[n:19]2[CH2:18][CH2:17][CH:16]4[O:21][C:22]([C:23]23[C:24]([CH3:25])([CH3:26])[C:27]([CH3:28])([CH2:29][CH2:30]2)[C:31](=[O:32])[O:33]3)=[O:34])[cH:2][cH:3][cH:4][cH:5][cH:6]1>>[c:1]1([CH2:7][CH2:8][c:9]2[n:10][c:11]3[cH:12][cH:13][cH:14][c:15]4[c:20]3[n:19]2[CH2:18][CH2:17][CH:16]4[OH:21])[cH:2][cH:3][cH:4][cH:5][cH:6]1.